This data is from the Open Reaction Database (ORD), a public repository of structured organic reaction records. The task is: describe an organic reaction: reactants, conditions, products, and yield Starting materials: CC=1CS([C@H]2N(C1C(=O)O)C(C2NC(CC2=CC=CC=C2)=O)=O)=O (3-methyl-7-phenylacetamido-3-cephem-4-carboxylic acid-1-oxide), C[Si](NC(C1=CC=CC=C1)=O)(C)C (N-trimethylsilylbenzamide), BrN1C(CCC1=O)=O (N-bromosuccinimide). The solvent is ClCCl (dichloromethane). Yields the product BrCC=1CS([C@H]2N(C1C(=O)O[Si](C)(C)C)C(C2NC(CC2=CC=CC=C2)=O)=O)=O (trimethylsilyl 3-bromomethyl-7-phenylacetamido-3-cephem-4-carboxylate-1-oxide). Isolated yield 42.0%. RXN SMILES: [CH3:1][C:2]1[CH2:3][S:4](=[O:24])[C@@H:5]2[CH:12]([NH:13][C:14](=[O:22])[CH2:15][C:16]3[CH:21]=[CH:20][CH:19]=[CH:18][CH:17]=3)[C:11](=[O:23])[N:6]2[C:7]=1[C:8]([OH:10])=[O:9].[CH3:25][Si:26]([CH3:37])([CH3:36])NC(=O)C1C=CC=CC=1.[Br:38]N1C(=O)CCC1=O>ClCCl>[Br:38][CH2:1][C:2]1[CH2:3][S:4](=[O:24])[C@@H:5]2[CH:12]([NH:13][C:14](=[O:22])[CH2:15][C:16]3[CH:17]=[CH:18][CH:19]=[CH:20][CH:21]=3)[C:11](=[O:23])[N:6]2[C:7]=1[C:8]([O:10][Si:26]([CH3:37])([CH3:36])[CH3:25])=[O:9]. Procedure details: 458 mg of 3-methyl-7-phenylacetamido-3-cephem-4-carboxylic acid-1-oxide (1.32 mmoles) were silylated in 40 ml of dichloromethane with 397 mg (2.06 mmoles) of N-trimethylsilylbenzamide by refluxing for half an hour and the clear, pale yellow solution was cooled in an ice-bath. Bromination was carried out in half an hour with 378.5 mg (2.13 mmoles) of N-bromosuccinimide as the brominating agent to obtain a 42% yield of trimethylsilyl 3-bromomethyl-7-phenylacetamido-3-cephem-4-carboxylate-1-oxide.